Dataset: the Open Reaction Database (ORD), a public repository of structured organic reaction records. Task: describe an organic reaction: reactants, conditions, products, and yield Starting materials: Cl.CN(CCCN=C=NCC)C (1-(3-dimethylaminopropyl)-3-ethylcarbodiimide hydrochloride), O.ON1N=NC2=C1C=CC=C2 (1-hydroxybenzotriazole hydrate), BrC=1C=C(C=NC1)C=CC(=O)O (3-(5-bromo-3-pyridyl)propenoic acid), C1(CCCC1)OC=1C=C(C=CC1OC)C1CC(NN1C)=O (5-[3(cyclopentyloxy)-4-methoxyphenyl]-1-methyl-3-pyrazolidinone). The solvent is C(Cl)Cl (methylene chloride), C(Cl)Cl (methylene chloride). Conditions: time 2 hour. Yields the product BrC=1C=C(C=NC1)/C=C/C(=O)N1N(C(CC1=O)C1=CC(=C(C=C1)OC)OC1CCCC1)C (2-[(E)-3-(5-bromo-3-pyridinyl)-1-oxo-2-propenyl]-5-[3-(cyclopentyloxy)-4-methoxyphenyl]-1-methyl-3-pyrazolidinone). RXN SMILES: Cl.CN(C)CCCN=C=NCC.O.ON1C2C=CC=CC=2N=N1.[Br:24][C:25]1[CH:26]=[C:27]([CH:31]=[CH:32][C:33]([OH:35])=O)[CH:28]=[N:29][CH:30]=1.[CH:36]1([O:41][C:42]2[CH:43]=[C:44]([CH:50]3[N:54]([CH3:55])[NH:53][C:52](=[O:56])[CH2:51]3)[CH:45]=[CH:46][C:47]=2[O:48][CH3:49])[CH2:40][CH2:39][CH2:38][CH2:37]1>C(Cl)Cl>[Br:24][C:25]1[CH:26]=[C:27](/[CH:31]=[CH:32]/[C:33]([N:53]2[C:52](=[O:56])[CH2:51][CH:50]([C:44]3[CH:45]=[CH:46][C:47]([O:48][CH3:49])=[C:42]([O:41][CH:36]4[CH2:37][CH2:38][CH2:39][CH2:40]4)[CH:43]=3)[N:54]2[CH3:55])=[O:35])[CH:28]=[N:29][CH:30]=1 |f:0.1,2.3|. Procedure details: A mixture of 1-(3-dimethylaminopropyl)-3-ethylcarbodiimide hydrochloride (1.20 mmol, 0.230 g), 1-hydroxybenzotriazole hydrate (1.20 mmol, 0.162 g) and 3-(5-bromo-3-pyridyl)propenoic acid (1.20 mmol, 0.274 g [see Nishikawa, et al, J Med Chem, 32, 583 (1989)] is suspended in dry methylene chloride (20 mL) at room temperature and stirred for 2 hours. To the suspension is added a solution of 5-[3(cyclopentyloxy)-4-methoxyphenyl]-1-methyl-3-pyrazolidinone (1.20 mmol, 0.340 g) in dry methylene chlorid... The reactants are NC1=C(C=CC(=N1)NCCNC1=NC=C(C(=N1)C1=C(C=C(C=C1)Cl)Cl)NC(=O)C1=C(C(=O)O)C=CC=C1)[N+](=O)[O-] (2-{N-[2-({2-[(6-amino-5-nitro(2-pyridyl))amino]ethyl}amino)-4-(2,4-dichlorophenyl)pyrimidin-5-yl]carbamoyl}benzoic acid). The solvent is C(C)(=O)O (acetic acid). Yields the product NC1=C(C=CC(=N1)NCCNC1=NC=C(C(=N1)C1=C(C=C(C=C1)Cl)Cl)N1C(C2=CC=CC=C2C1=O)=O)[N+](=O)[O-] (2-[2-({2-[(6-amino-5-nitro(2-pyridyl))amino]ethyl}amino)-4-(2,4-dichlorophenyl)pyrimidin-5-yl ]isoindoline-1,3-dione). Reaction SMILES: [NH2:1][C:2]1[N:7]=[C:6]([NH:8][CH2:9][CH2:10][NH:11][C:12]2[N:17]=[C:16]([C:18]3[CH:23]=[CH:22][C:21]([Cl:24])=[CH:20][C:19]=3[Cl:25])[C:15]([NH:26][C:27]([C:29]3[CH:37]=[CH:36][CH:35]=[CH:34][C:30]=3[C:31]([OH:33])=O)=[O:28])=[CH:14][N:13]=2)[CH:5]=[CH:4][C:3]=1[N+:38]([O-:40])=[O:39]>C(O)(=O)C>[NH2:1][C:2]1[N:7]=[C:6]([NH:8][CH2:9][CH2:10][NH:11][C:12]2[N:17]=[C:16]([C:18]3[CH:23]=[CH:22][C:21]([Cl:24])=[CH:20][C:19]=3[Cl:25])[C:15]([N:26]3[C:27](=[O:28])[C:29]4[C:30](=[CH:34][CH:35]=[CH:36][CH:37]=4)[C:31]3=[O:33])=[CH:14][N:13]=2)[CH:5]=[CH:4][C:3]=1[N+:38]([O-:40])=[O:39]. Procedure details: 1 mmol of 2-{N-[2-({2-[(6-amino-5-nitro(2-pyridyl))amino]ethyl}amino)-4-(2,4-dichlorophenyl)pyrimidin-5-yl]carbamoyl}benzoic acid was heated to 120° C. in acetic acid for four hours and then concentrated in vacuo to obtain 2-[2-({2-[(6-amino-5-nitro(2-pyridyl))amino]ethyl}amino)-4-(2,4-dichlorophenyl)pyrimidin-5-yl ]isoindoline-1,3-dione. Reactants: Cc1cccnc1CN(Cc1ncccc1C)C1CCN(C#N)CC1, CCN(C(C)C)C(C)C, Cl, NO, [Na+], O=C([O-])O, CN(C)C=O. Product: Cc1cccnc1CN(Cc1ncccc1C)C1CCN(C(=N)NO)CC1. As a reaction SMILES: [CH3:1][c:2]1[c:3]([CH2:8][N:9]([CH:10]2[CH2:11][CH2:12][N:13]([C:16]#[N:17])[CH2:14][CH2:15]2)[CH2:18][c:19]2[n:20][cH:21][cH:22][cH:23][c:24]2[CH3:25])[n:4][cH:5][cH:6][cH:7]1.[CH:29]([N:30]([CH2:31][CH3:32])[CH:33]([CH3:34])[CH3:35])([CH3:36])[CH3:37].[ClH:28].[NH2:26][OH:27].[Na+:42].[O-:38][C:39]([OH:40])=[O:41].[O:43]=[CH:44][N:45]([CH3:46])[CH3:47]>>[CH3:1][c:2]1[c:3]([CH2:8][N:9]([CH:10]2[CH2:11][CH2:12][N:13]([C:16](=[NH:17])[NH:26][OH:27])[CH2:14][CH2:15]2)[CH2:18][c:19]2[n:20][cH:21][cH:22][cH:23][c:24]2[CH3:25])[n:4][cH:5][cH:6][cH:7]1.